Dataset: the Open Reaction Database (ORD), a public repository of structured organic reaction records. Task: describe an organic reaction: reactants, conditions, products, and yield Reactants: 3A, C1(=CC=CC=C1)S(=O)(=O)N1C=C(C=2C1=NC=CC2)I (1-benzene-sulfonyl-3-iodo-1H-pyrrolo[2,3-b]pyridine), N1=C(C=CC=C1)C=1C(=C2N(N1)CCC2)B(O)O (2-(pyridin-2-yl)-5,6-dihydro-4H-pyrrolo[1,2-b]pyrazole-3-boronic acid). Product: C1(=CC=CC=C1)S(=O)(=O)N1C=C(C=2C1=NC=CC2)C2=C1N(N=C2C2=NC=CC=C2)CCC1 (1-Benzenesulfonyl-3-(2-pyridin-2-yl-5,6-dihydro-4H-pyrrolo[1,2-b]pyrazol-3-yl)-1H-pyrrolo[2,3-b]pyridine). RXN SMILES: [C:1]1([S:7]([N:10]2[C:14]3=[N:15][CH:16]=[CH:17][CH:18]=[C:13]3[C:12](I)=[CH:11]2)(=[O:9])=[O:8])[CH:6]=[CH:5][CH:4]=[CH:3][CH:2]=1.[N:20]1[CH:25]=[CH:24][CH:23]=[CH:22][C:21]=1[C:26]1[C:27](B(O)O)=[C:28]2[CH2:33][CH2:32][CH2:31][N:29]2[N:30]=1>>[C:1]1([S:7]([N:10]2[C:14]3=[N:15][CH:16]=[CH:17][CH:18]=[C:13]3[C:12]([C:27]3[C:26]([C:21]4[CH:22]=[CH:23][CH:24]=[CH:25][N:20]=4)=[N:30][N:29]4[CH2:31][CH2:32][CH2:33][C:28]=34)=[CH:11]2)(=[O:9])=[O:8])[CH:6]=[CH:5][CH:4]=[CH:3][CH:2]=1. Reported procedure: Using Preparation 3A, 1-benzene-sulfonyl-3-iodo-1H-pyrrolo[2,3-b]pyridine (Preparation 5) is reacted with 2-(pyridin-2-yl)-5,6-dihydro-4H-pyrrolo[1,2-b]pyrazole-3-boronic acid (Preparation 2) to provide the titled product. MS (ES) m/z=442 (M+H). Starting materials: C(CCC)Br (butyl bromide), OC=1C=CC=2C(C3=CC=C(C=C3OC2C1)O)=O (3,6-Dihydroxy xanthone), O (water), OC=1C=CC=2C(C3=CC=C(C=C3OC2C1)O)=O (3,6-dihydroxy xanthone). The solvent is C(C)(C)O (Isopropyl alcohol). Run at time 72 hour. Product: C(CCC)OC=1C=CC=2C(C3=CC=C(C=C3OC2C1)O)=O (3-Butoxy-6-hydroxyxanthone). Reaction SMILES: [OH:1][C:2]1[CH:3]=[CH:4][C:5]2[C:6](=[O:17])[C:7]3[C:12]([O:13][C:14]=2[CH:15]=1)=[CH:11][C:10]([OH:16])=[CH:9][CH:8]=3.O.[CH2:19](Br)[CH2:20][CH2:21][CH3:22]>C(O)(C)C>[CH2:19]([O:1][C:2]1[CH:3]=[CH:4][C:5]2[C:6](=[O:17])[C:7]3[C:12]([O:13][C:14]=2[CH:15]=1)=[CH:11][C:10]([OH:16])=[CH:9][CH:8]=3)[CH2:20][CH2:21][CH3:22]. Procedure: 3,6-Dihydroxy xanthone (1,60.7 mmol) was dissolved into hot basic water (Na2CO3 240 mmol in 600 ml water). After the 3,6-dihydroxy xanthone was completely dissolved, the temperature was controlled to 70° C. Isopropyl alcohol (10 ml) was added to the reaction mixture and butyl bromide (180 mmol) was added dropwise. The reaction mixture was stirred rigorously for 72 hours. A white precipitate appeared which was then filtered and washed with water. There was almost no disubstituted compound in the ... As a reaction SMILES: [H-].[Al+3].[Li+].[H-].[H-].[H-].C(O[C:12](=O)[NH:13][CH2:14][CH:15]([C:22]1[CH:23]=[C:24]2[C:28](=[CH:29][CH:30]=1)[NH:27][CH:26]=[CH:25]2)[C:16]1[CH:21]=[CH:20][CH:19]=[CH:18][CH:17]=1)(C)(C)C.O.O.O.O.O.O.O.O.O.O.S([O-])([O-])(=O)=O.[Na+].[Na+]>O1CCCC1>[NH:27]1[C:28]2[C:24](=[CH:23][C:22]([CH:15]([C:16]3[CH:17]=[CH:18][CH:19]=[CH:20][CH:21]=3)[CH2:14][NH:13][CH3:12])=[CH:30][CH:29]=2)[CH:25]=[CH:26]1 |f:0.1.2.3.4.5,7.8.9.10.11.12.13.14.15.16.17.18.19|. The reactants are [H-].[Al+3].[Li+].[H-].[H-].[H-] (Lithium aluminum hydride), C(C)(C)(C)OC(NCC(C1=CC=CC=C1)C=1C=C2C=CNC2=CC1)=O ([2-(1H-indol-5-yl)-2-phenyl-ethyl]-carbamic acid tert-butyl ester), O.O.O.O.O.O.O.O.O.O.S(=O)(=O)([O-])[O-].[Na+].[Na+] (sodium sulfate decahydrate). Run at time 1.5 hour. Procedure: Lithium aluminum hydride (54 mg, 1.4 mmol) was added, under nitrogen atmosphere, to a solution of [2-(1H-indol-5-yl)-2-phenyl-ethyl]-carbamic acid tert-butyl ester CCLXXV (100 mg, 0.30 mmol) in tetrahydrofuran (3 mL) and the resulting mixture was heated at reflux for 95 minutes. The reaction mixture was cooled to room temperature and then at 0° C., freshly crushed sodium sulfate decahydrate (3 g) was then added portionwise and the resulting mixture was stirred for 1.5 hours. The reaction mixture... Run in O1CCCC1 (tetrahydrofuran). The product is N1C=CC2=CC(=CC=C12)C(CNC)C1=CC=CC=C1 ([2-(1H-indol-5-yl)-2-phenyl-ethyl]-methyl-amine). Starting materials: [Br-], COc1c(Br)cc(C(=O)N2CCOc3ncc(-c4ccc(C(C)=O)cc4)cc32)cc1Br, C1CNCCN1, CN(C)C=O, Cl, [Li+], O. The product is CC(=O)c1ccc(-c2cnc3c(c2)N(C(=O)c2cc(Br)c(O)c(Br)c2)CCO3)cc1. RXN SMILES: [Br-:33].[Br:1][c:2]1[cH:3][c:4]([C:5](=[O:6])[N:7]2[c:8]3[c:9]([n:13][cH:14][c:15](-[c:17]4[cH:18][cH:19][c:20]([C:23]([CH3:24])=[O:25])[cH:21][cH:22]4)[cH:16]3)[O:10][CH2:11][CH2:12]2)[cH:26][c:27]([Br:31])[c:28]1[O:29][CH3:30].[CH2:34]1[NH:35][CH2:36][CH2:37][NH:38][CH2:39]1.[CH:41]([N:42]([CH3:43])[CH3:44])=[O:45].[ClH:40].[Li+:32].[OH2:46]>>[Br:1][c:2]1[cH:3][c:4]([C:5](=[O:6])[N:7]2[c:8]3[c:9]([n:13][cH:14][c:15](-[c:17]4[cH:18][cH:19][c:20]([C:23]([CH3:24])=[O:25])[cH:21][cH:22]4)[cH:16]3)[O:10][CH2:11][CH2:12]2)[cH:26][c:27]([Br:31])[c:28]1[OH:29]. RXN SMILES: N(C(OC(C)(C)C)=O)[C@H](C(N[C@H](C(N[C@H](C(OCC1C=CC=CC=1)=O)CC(=O)N)=O)CCC(=O)OCC1C=CC=CC=1)=O)C.Cl.[NH2:46][C@H:47]([C:49]([NH:51][C@H:52]([C:65]([NH:67][C@H:68]([C:73]([O:75][CH2:76][C:77]1[CH:82]=[CH:81][CH:80]=[CH:79][CH:78]=1)=[O:74])[CH2:69][C:70](=[O:72])[NH2:71])=[O:66])[CH2:53][CH2:54][C:55](=[O:64])[O:56][CH2:57][C:58]1[CH:63]=[CH:62][CH:61]=[CH:60][CH:59]=1)=[O:50])[CH3:48].[NH:83]([C:116]([O:118][C:119]([CH3:122])([CH3:121])[CH3:120])=[O:117])[C@H:84]([C:97]([NH:99][C@H:100]([C:113](O)=[O:114])[CH2:101][CH2:102][C:103](=[O:112])[O:104][CH2:105][C:106]1[CH:111]=[CH:110][CH:109]=[CH:108][CH:107]=1)=[O:98])[CH2:85][CH2:86][C:87](=[O:96])[O:88][CH2:89][C:90]1[CH:95]=[CH:94][CH:93]=[CH:92][CH:91]=1.ON1C(=O)CCC1=O.C1CCC(N=C=NC2CCCCC2)CC1>C1COCC1.CN(C=O)C.CCN(CC)CC>[NH:83]([C:116]([O:118][C:119]([CH3:122])([CH3:121])[CH3:120])=[O:117])[C@H:84]([C:97]([NH:99][C@H:100]([C:113]([NH:46][C@H:47]([C:49]([NH:51][C@H:52]([C:65]([NH:67][C@H:68]([C:73]([O:75][CH2:76][C:77]1[CH:78]=[CH:79][CH:80]=[CH:81][CH:82]=1)=[O:74])[CH2:69][C:70](=[O:72])[NH2:71])=[O:66])[CH2:53][CH2:54][C:55](=[O:64])[O:56][CH2:57][C:58]1[CH:63]=[CH:62][CH:61]=[CH:60][CH:59]=1)=[O:50])[CH3:48])=[O:114])[CH2:101][CH2:102][C:103](=[O:112])[O:104][CH2:105][C:106]1[CH:107]=[CH:108][CH:109]=[CH:110][CH:111]=1)=[O:98])[CH2:85][CH2:86][C:87](=[O:96])[O:88][CH2:89][C:90]1[CH:91]=[CH:92][CH:93]=[CH:94][CH:95]=1. Reaction conditions: time 48 hour. Starting materials: N([C@@H](C)C(=O)N[C@@H](CCC(OCC1=CC=CC=C1)=O)C(=O)N[C@@H](CC(N)=O)C(=O)OCC1=CC=CC=C1)C(=O)OC(C)(C)C (Boc-Ala-Glu(OBzl)-Asn-OBzl), Cl (HCl), N[C@@H](C)C(=O)N[C@@H](CCC(OCC1=CC=CC=C1)=O)C(=O)N[C@@H](CC(N)=O)C(=O)OCC1=CC=CC=C1 (H-Ala-Glu(OBzl)-Asn-OBzl), N([C@@H](CCC(OCC1=CC=CC=C1)=O)C(=O)N[C@@H](CCC(OCC1=CC=CC=C1)=O)C(=O)O)C(=O)OC(C)(C)C (Boc-Glu(OBzl)-Glu(OBzl)-OH), ON1C(=O)CCC1=O (HOSu), C1CCC(CC1)N=C=NC2CCCCC2 (DCC). Run in C1CCOC1 (THF), CCN(CC)CC (Et3N), CCN(CC)CC (Et3N), CN(C)C=O (DMF), CN(C)C=O (DMF). Procedure: Boc-Ala-Glu(OBzl)-Asn-OBzl (28.2 g; 46 mmol) was treated with 1.1 liter of 4N HCl in THF for 1 hour. Evaporation of the solvent and excess acid left an oil which was evaporated twice more with fresh THF. The residual oil turned into a solid when treated with a large volume of ether. The solid HCl.H-Ala-Glu(OBzl)-Asn-OBzl was stirred with Boc-Glu(OBzl)-Glu(OBzl)-OH (25.6 g, 46 mmol), HOSu (10.6 g, 92 mmol) and DCC (10.9 g, 53 mmol) in DMF (540 ml) at 0° for 1 hour and then at 25° for 48 hours. Et... Yields the product N([C@@H](CCC(OCC1=CC=CC=C1)=O)C(=O)N[C@@H](CCC(OCC1=CC=CC=C1)=O)C(=O)N[C@@H](C)C(=O)N[C@@H](CCC(OCC1=CC=CC=C1)=O)C(=O)N[C@@H](CC(N)=O)C(=O)OCC1=CC=CC=C1)C(=O)OC(C)(C)C (Boc-Glu(OBzl)-Glu(OBzl)-Ala-Glu(OBzl)-Asn-OBzl). Reactants: C1COC(=CO1)C=O, CC1=CN=C(C=C1)N, [C-]#[N+]C1CCCCC1. Reagents/catalysts: O=C(O)C(F)(F)F (trifluoroacetic acid). Solvent: CC(C)O (isopropyl alcohol), CC(C)O (isopropylalcohol). Reaction conditions: temperature 22 celsius, time 20 hour. The product is Cc1ccc2nc(C3=COCCO3)c(NC3CCCCC3)n2c1. Isolated yield 0.0%. RXN SMILES: CC1=CC=C(N)N=C1.[C-]#[N+]C1CCCCC1.O=CC1=COCCO1>>CC1=CN2C(C=C1)=NC(=C2NC1CCCCC1)C1=COCCO1. Starting materials: CC(C)([O-])C.[K+] (potassium tert-butoxide), N#CN (cyanamide), N#CN (cyanamide), CS(=O)C=1SC(=NN1)C1=CC2=CC=CC=C2C=C1 (2-methanesulfinyl-5-naphthalen-2-yl-[1,3,4]thiadiazole). The solvent is C(C)(C)(C)O (tert-butanol). Conditions: time 15 minute. Product: C1=C(C=CC2=CC=CC=C12)C1=NNC(S1)NC#N (5-Naphthalen-2-yl-2,3-dihydro-[1,3,4]thiadiazol-2-yl-cyanamide). Isolated yield 38.6%. Reaction SMILES: CC(C)([O-])C.[K+].[N:7]#[C:8][NH2:9].CS([C:13]1[S:14][C:15]([C:18]2[CH:27]=[CH:26][C:25]3[C:20](=[CH:21][CH:22]=[CH:23][CH:24]=3)[CH:19]=2)=[N:16][N:17]=1)=O>C(O)(C)(C)C>[CH:19]1[C:20]2[C:25](=[CH:24][CH:23]=[CH:22][CH:21]=2)[CH:26]=[CH:27][C:18]=1[C:15]1[S:14][CH:13]([NH:9][C:8]#[N:7])[NH:17][N:16]=1 |f:0.1|. Reported procedure: To a stirred solution of potassium tert-butoxide (0.46 g, 4.08 mmol) in tert-butanol (25 ml) was added cyanamide (0.32 g, 7.65 mmol) and the resulting mixture was stirred for 15 min. at room temperature. To this mixture was added 2-methanesulfinyl-5-naphthalen-2-yl-[1,3,4]thiadiazole (0.7 g, 2.55 mmol) and the mixture was heated at reflux temperature for 15 min. followed by addition of an additional portion of cyanamide (0.2 g, 4.76 mmol). Heating was continued for an additional 2 h. The cooled ... Starting materials: Cl (HCl), O1CCOCC1 (dioxane), C(C)(C)(C)OC(=O)N1[C@@H]2[C@H](C[C@H]1C=1NC=C(N1)C=1C=C3C=CC(=CC3=CC1)C1=CC=C(C=C1)C=1N=C(NC1)[C@@H]1C[C@H]3[C@@H](N1C(=O)OC(C)(C)C)CCC3)CCC2 ((2S,3aS,6aS)-tert-butyl 2-(4-(4-(6-(2-((2S,3aS,6aS)-1-(tert-butoxycarbonyl)-octahydrocyclopenta[b]pyrrol-2-yl)-1H-imidazol-4-yl)naphthalen-2-yl)phenyl)-1H-imidazol-2-yl)hexahydrocyclopenta[b]pyrrole-1(2H)-carboxylate), C(Cl)Cl (DCM). Solvent: C1(=CC=CC=C1)C (toluene). Product: N1[C@@H]2[C@H](C[C@H]1C=1NC=C(N1)C=1C=C3C=CC(=CC3=CC1)C1=CC=C(C=C1)C=1N=C(NC1)[C@@H]1C[C@H]3[C@@H](N1)CCC3)CCC2 ((2S,3aS,6aS)-2-(4-(4-(6-(2-((2S,3aS,6aS)-Octahydrocyclopenta[b]pyrrol-2-yl)-1H-imidazol-4-yl)naphthalen-2-yl)phenyl)-1H-imidazol-2-yl)octahydrocyclopenta[b]pyrrole). Reaction SMILES: Cl.O1CCOCC1.C(OC([N:15]1[C@H:19]([C:20]2[NH:21][CH:22]=[C:23]([C:25]3[CH:26]=[C:27]4[C:32](=[CH:33][CH:34]=3)[CH:31]=[C:30]([C:35]3[CH:40]=[CH:39][C:38]([C:41]5[N:42]=[C:43]([C@H:46]6[N:50](C(OC(C)(C)C)=O)[C@H:49]7[CH2:58][CH2:59][CH2:60][C@H:48]7[CH2:47]6)[NH:44][CH:45]=5)=[CH:37][CH:36]=3)[CH:29]=[CH:28]4)[N:24]=2)[CH2:18][C@@H:17]2[CH2:61][CH2:62][CH2:63][C@H:16]12)=O)(C)(C)C.C(Cl)Cl>C1(C)C=CC=CC=1>[NH:15]1[C@H:19]([C:20]2[NH:21][CH:22]=[C:23]([C:25]3[CH:26]=[C:27]4[C:32](=[CH:33][CH:34]=3)[CH:31]=[C:30]([C:35]3[CH:40]=[CH:39][C:38]([C:41]5[N:42]=[C:43]([C@H:46]6[NH:50][C@H:49]7[CH2:58][CH2:59][CH2:60][C@H:48]7[CH2:47]6)[NH:44][CH:45]=5)=[CH:37][CH:36]=3)[CH:29]=[CH:28]4)[N:24]=2)[CH2:18][C@@H:17]2[CH2:61][CH2:62][CH2:63][C@H:16]12. Procedure: 4N HCl in dioxane (20 equiv) was added to a solution of (2S,3aS,6aS)-tert-butyl 2-(4-(4-(6-(2-((2S,3aS,6aS)-1-(tert-butoxycarbonyl)-octahydrocyclopenta[b]pyrrol-2-yl)-1H-imidazol-4-yl)naphthalen-2-yl)phenyl)-1H-imidazol-2-yl)hexahydrocyclopenta[b]pyrrole-1(2H)-carboxylate in an. DCM and the mixture was stirred at rt for 2-3 h Anhydrous toluene was added to the resultant yellow suspension and then evaporated to dryness to an HCl salt of (2S,3aS,6aS)-2-(4-(4-(6-(2-((2S,3aS,6aS)-octahydrocyclopenta... Starting materials: O=C1NC2=C(OC1)C=CC(=C2)C(=O)OC (Methyl 3-oxo-3,4-dihydro-2H-benzo[b][1,4]oxazine-6-carboxylate), [Li+].[OH-] (LiOH), Cl (HCl). Solvent: O1CCOCC1 (dioxane). Reaction conditions: temperature 23 celsius, time 1 hour. Yields the product O=C1NC2=C(OC1)C=CC(=C2)C(=O)O (3-Oxo-3,4-dihydro-2H-benzo[b][1,4]oxazine-6-carboxylic acid). RXN SMILES: [O:1]=[C:2]1[CH2:7][O:6][C:5]2[CH:8]=[CH:9][C:10]([C:12]([O:14]C)=[O:13])=[CH:11][C:4]=2[NH:3]1.[Li+].[OH-].Cl>O1CCOCC1>[O:1]=[C:2]1[CH2:7][O:6][C:5]2[CH:8]=[CH:9][C:10]([C:12]([OH:14])=[O:13])=[CH:11][C:4]=2[NH:3]1 |f:1.2|. Reported procedure: To a solution of 18 (1.0 mmol) in dioxane (4 mL) was added aqueous LiOH (1 M, 4 mL, 4.0 mmol). The solution was stirred at 23° C. for 1 h and then quenched with aqueous HCl (4 M, 2 mL, 8 mmol). The resulting solid was isolated by filtration, washed with water and dried in vacuo to give a white solid: 1H NMR (DMSO-d6, 400 MHz): δ=12.81 (s, 1H), 10.88 (s, 1H), 7.48-7.54 (m, 2H), 7.01 (d, J=8.3 Hz, 1H), 4.67 ppm (s, 2H). ESI-MS: m/z 194.0 (M+H)+.